From a dataset of the Open Reaction Database (ORD), a public repository of structured organic reaction records. describe an organic reaction: reactants, conditions, products, and yield Reactants: O=C1CCCCC12CCCCC2, CC(=O)O, CC(C)(C)[O-], COC(=O)OC, [H-], [K+], [Na+], C1CCOC1. The product is COC(=O)C1CCCC2(CCCCC2)C1=O. Reaction SMILES: [C:15]1(=[O:26])[CH2:16][CH2:17][CH2:18][CH2:19][C:20]12[CH2:21][CH2:22][CH2:23][CH2:24][CH2:25]2.[CH3:32][C:33](=[O:34])[OH:35].[CH3:3][C:4]([CH3:5])([O-:6])[CH3:7].[CH3:9][O:10][C:11](=[O:12])[O:13][CH3:14].[H-:1].[K+:8].[Na+:2].[O:27]1[CH2:28][CH2:29][CH2:30][CH2:31]1>>[C:11](=[O:12])([O:13][CH3:14])[CH:16]1[C:15](=[O:26])[C:20]2([CH2:19][CH2:18][CH2:17]1)[CH2:21][CH2:22][CH2:23][CH2:24][CH2:25]2. The reactants are C=1(C(=CC=CC1)S(=O)(=O)O)C.NNC(=N)NO (1-amino-3-hydroxyguanidine toluenesulfonate), Cl.C(=O)C=1C=C(C(=N)N)C=CC1 (3-formylbenzamidine hydrochloride). Run in O (water), Cl (hydrochloric acid), CO (methanol). Product: Cl.Cl.ONC(=N)NN=CC1=CC(=CC=C1)C(N)=N (1-hydroxy-3-(3'-amidinobenzylidene-amino)-guanidine dihydrochloride). RXN SMILES: C1(C)C(S(O)(=O)=O)=CC=CC=1.[NH2:12][NH:13][C:14]([NH:16][OH:17])=[NH:15].[ClH:18].[CH:19]([C:21]1[CH:22]=[C:23]([CH:27]=[CH:28][CH:29]=1)[C:24]([NH2:26])=[NH:25])=O>O.Cl.CO>[ClH:18].[ClH:18].[OH:17][NH:16][C:14]([NH:13][N:12]=[CH:19][C:21]1[CH:29]=[CH:28][CH:27]=[C:23]([C:24](=[NH:25])[NH2:26])[CH:22]=1)=[NH:15] |f:0.1,2.3,7.8.9|. Procedure details: A solution of 7.3 g (0.028 mol) of 1-amino-3-hydroxyguanidine toluenesulfonate in 14 ml of water and 14.5 ml of 2N hydrochloric acid is added to a solution of 6.9 g (0.028 mol) of crude 3-formylbenzamidine hydrochloride (prepared as described in Example 1b) in 28 ml of methanol, and the reaction mixture is heated at 70° for 1 hour. It is then cooled and concentrated by evaporation, and the crude product is recrystallised from water/ethanol; m.p. 248°-250°. Run in CCO (EtOH). Procedure details: A solution of ethyl (±)-3-[4-(2-tetrahydropyranyloxy)-1-butyl]-5H-dibenzo[a,d]cycloheptene-10-acetate (456.0 mg, 1.04 mmole) and p-toluenesulfonic acid monohydrate (60 mg, 0.31 mmole) in absolute EtOH (10 mL) was stirred at RT. After 2 hr, the reaction was quenched with 5% NaHCO3 (1 mL) and concentrated to remove the EtOH. The residue was diluted with H2O (2 mL) and extracted with CH2Cl2. Drying (MgSO4), concentration, and silica gel chromatography (1:1 EtOAc/hexanes) gave the title compound (34... Conditions: time 2 hour. As a reaction SMILES: O1CCCCC1[O:7][CH2:8][CH2:9][CH2:10][CH2:11][C:12]1[CH:13]=[CH:14][C:15]2[CH:21]=[C:20]([CH2:22][C:23]([O:25][CH2:26][CH3:27])=[O:24])[C:19]3[CH:28]=[CH:29][CH:30]=[CH:31][C:18]=3[CH2:17][C:16]=2[CH:32]=1.O.C1(C)C=CC(S(O)(=O)=O)=CC=1>CCO>[OH:7][CH2:8][CH2:9][CH2:10][CH2:11][C:12]1[CH:13]=[CH:14][C:15]2[CH:21]=[C:20]([CH2:22][C:23]([O:25][CH2:26][CH3:27])=[O:24])[C:19]3[CH:28]=[CH:29][CH:30]=[CH:31][C:18]=3[CH2:17][C:16]=2[CH:32]=1 |f:1.2|. The product is OCCCCC=1C=CC2=C(CC3=C(C(=C2)CC(=O)OCC)C=CC=C3)C1 (Ethyl (±)-3-[4-hydroxy-1-butyl]-5H-dibenzo[a,d]cycloheptene-10-acetate). The reactants are O1C(CCCC1)OCCCCC=1C=CC2=C(CC3=C(C(=C2)CC(=O)OCC)C=CC=C3)C1 (ethyl (±)-3-[4-(2-tetrahydropyranyloxy)-1-butyl]-5H-dibenzo[a,d]cycloheptene-10-acetate), O.C1(=CC=C(C=C1)S(=O)(=O)O)C (p-toluenesulfonic acid monohydrate). The yield is 93.9%. Starting materials: ClC(C(=O)N[C@@H](CO)C1=CC=CC=C1)C (2-Chloro-N-[(1R)-2-hydroxy-1-phenylethyl]propanamide), [H-].[Na+] (NaH), C(=O)(O)[O-].[Na+] (NaHCO3). Product: C[C@@H]1C(N[C@@H](CO1)C1=CC=CC=C1)=O ((2R,5R)-2-Methyl-5-phenylmorpholin-3-one). Solvent: C1CCOC1 (THF). Reaction conditions: time 18 hour. Procedure: To a solution of 2-chloro-N-[(1R)-2-hydroxy-1-phenylethyl]propanamide from Step A (1.30 g, 5.71 mmol) in THF (100 mL) at 0° C. was added NaH (493 mg of a 60% dispersion in oil, 12.3 mmol) and the mixture was stirred at ambient temperature for 18 h. Saturated aqueous NaHCO3 (10 mL) was added and the mixture was extracted with EtOAc (3×20 mL). The combined organic layers were dried over Na2SO4, filtered, and concentrated in vacuo. The crude product was purified by silica gel chromatography, elutin... As a reaction SMILES: Cl[CH:2]([CH3:15])[C:3]([NH:5][C@H:6]([C:9]1[CH:14]=[CH:13][CH:12]=[CH:11][CH:10]=1)[CH2:7][OH:8])=[O:4].[H-].[Na+].C([O-])(O)=O.[Na+]>C1COCC1>[CH3:15][C@H:2]1[O:8][CH2:7][C@@H:6]([C:9]2[CH:14]=[CH:13][CH:12]=[CH:11][CH:10]=2)[NH:5][C:3]1=[O:4] |f:1.2,3.4|. The reactants are CCO, C=C(C)c1cc(C#N)cc(Oc2c(Cl)ccc(CN)c2F)c1, O=[Pt]=O. Product: CC(C)c1cc(C#N)cc(Oc2c(Cl)ccc(CN)c2F)c1. RXN SMILES: [CH3:23][CH2:24][OH:25].[NH2:1][CH2:2][c:3]1[c:4]([F:22])[c:5]([O:10][c:11]2[cH:12][c:13]([C:14]#[N:15])[cH:16][c:17]([C:19](=[CH2:20])[CH3:21])[cH:18]2)[c:6]([Cl:9])[cH:7][cH:8]1.[Pt:26](=[O:27])=[O:28]>>[NH2:1][CH2:2][c:3]1[c:4]([F:22])[c:5]([O:10][c:11]2[cH:12][c:13]([C:14]#[N:15])[cH:16][c:17]([CH:19]([CH3:20])[CH3:21])[cH:18]2)[c:6]([Cl:9])[cH:7][cH:8]1. The reactants are C(C)N(C=1C=C(C=CC1)C=1NC(C(C(=O)O)=CC1)=O)CC (6-[m-(diethylamino)phenyl]-1,2-dihydro-2-oxonicotinic acid), Cl (hydrochloride), S(=O)(Cl)Cl (thionyl chloride), acid chloride. Run in ClCCl (dichloromethane). Run at time 8 hour. Yields the product Cl.C(C)N(C=1C=C(C=CC1)C=1NC(C(CCl)=CC1)=O)CC (6-[m-(Diethylamino)phenyl]-1,2-dihydro-2-oxonicotinyl Chloride Hydrochloride). RXN SMILES: [CH2:1]([N:3]([CH2:20][CH3:21])[C:4]1[CH:5]=[C:6]([C:10]2[NH:11][C:12](=[O:19])[C:13](=[CH:17][CH:18]=2)[C:14](O)=O)[CH:7]=[CH:8][CH:9]=1)[CH3:2].S(Cl)([Cl:24])=O.[ClH:26]>ClCCl>[ClH:24].[CH2:1]([N:3]([CH2:20][CH3:21])[C:4]1[CH:5]=[C:6]([C:10]2[NH:11][C:12](=[O:19])[C:13](=[CH:17][CH:18]=2)[CH2:14][Cl:26])[CH:7]=[CH:8][CH:9]=1)[CH3:2] |f:4.5|. Procedure details: A suspension of 3.0 g. (10.48 mmoles) of 6-[m-(diethylamino)phenyl]-1,2-dihydro-2-oxonicotinic acid in 50 ml. dichloromethane under nitrogen is treated with 0.85 ml. (11.54 mmoles) of thionyl chloride. Solution occurred at once and in about 15 minutes a solid started to appear. The suspension is allowed to stire at room temperature overnight. The solid 6-[m-(diethylamino)-phenyl]-1,2-dihydro-2-oxonicotinyl chloride, hydrochloride is collected and washed with dichloromethane. There is obtained 3....